From a dataset of the Open Reaction Database (ORD), a public repository of structured organic reaction records. describe an organic reaction: reactants, conditions, products, and yield The reactants are COC(=O)C1=C(C=2N(C=C1)C(=CN2)Br)F (3-Bromo-8-fluoroimidazo[1,2-α]pyridine-7-carboxylic acid methyl ester), FC=1C=C(C(=CC1)C1=C(C=CC(=C1)B1OCC(CO1)(C)C)F)C#N (4,2′-difluoro-5′-(5,5-dimethyl-[1,3,2]dioxaborinan-2-yl)biphenyl-2-carbonitrile). Product: COC(=O)C1=C(C=2N(C=C1)C(=CN2)C=2C=CC(=C(C2)C2=C(C=C(C=C2)F)C#N)F)F (3-(2′-cyano-2,4′-difluorobiphenyl-5-yl)-8-fluoroimidazo[1,2-α]pyridine-7-carboxylic acid methyl ester). Isolated yield 52.4%. As a reaction SMILES: [CH3:1][O:2][C:3]([C:5]1[CH:10]=[CH:9][N:8]2[C:11](Br)=[CH:12][N:13]=[C:7]2[C:6]=1[F:15])=[O:4].[F:16][C:17]1[CH:18]=[C:19]([C:38]#[N:39])[C:20]([C:23]2[CH:28]=[C:27](B3OCC(C)(C)CO3)[CH:26]=[CH:25][C:24]=2[F:37])=[CH:21][CH:22]=1>>[CH3:1][O:2][C:3]([C:5]1[CH:10]=[CH:9][N:8]2[C:11]([C:27]3[CH:26]=[CH:25][C:24]([F:37])=[C:23]([C:20]4[CH:21]=[CH:22][C:17]([F:16])=[CH:18][C:19]=4[C:38]#[N:39])[CH:28]=3)=[CH:12][N:13]=[C:7]2[C:6]=1[F:15])=[O:4]. Reported procedure: 3-Bromo-8-fluoroimidazo[1,2-α]pyridine-7-carboxylic acid methyl ester (0.10 g, 0.37 mmol) and 4,2′-difluoro-5′-(5,5-dimethyl-[1,3,2]dioxaborinan-2-yl)biphenyl-2-carbonitrile (0.15 g, 0.44 mmol) were coupled following the procedure in Example 1 to afford 3-(2′-cyano-2,4′-difluorobiphenyl-5-yl)-8-fluoroimidazo[1,2-α]pyridine-7-carboxylic acid methyl ester (79 mg, 53%) as a white solid: δH (400 MHz, CDCl3) 4.00 (3H, s), 7.35 (1H, dd, J 7 and 7), 7.34-7.46 (2H, m), 7.53-7.66 (4H, m), 7.85 (1H, s), 8... The reactants are CN1C=NC=C1 (N-methylimidazole), C(C)(=O)NC1=CC(=C(C=C1)NC(CCl)=O)O (N-(4-acetylamino-2-hydroxyphenyl)-2-chloroacetamide). Solvent: O (water), C(C)(=O)OCC (ethyl acetate). Product: [Cl-].C(C)(=O)NC1=CC(=C(C=C1)NC(=O)CN1C=[N+](C=C1)C)O (3-[(4-acetylamino-2-hydroxyphenylcarbamoyl)methyl]-1-methyl-3H-imidazol-1-ium chloride). The yield is 79.6%. As a reaction SMILES: [CH3:1][N:2]1[CH:6]=[CH:5][N:4]=[CH:3]1.[C:7]([NH:10][C:11]1[CH:16]=[CH:15][C:14]([NH:17][C:18](=[O:21])[CH2:19][Cl:20])=[C:13]([OH:22])[CH:12]=1)(=[O:9])[CH3:8]>C(OCC)(=O)C.O>[Cl-:20].[C:7]([NH:10][C:11]1[CH:16]=[CH:15][C:14]([NH:17][C:18]([CH2:19][N:4]2[CH:5]=[CH:6][N+:2]([CH3:1])=[CH:3]2)=[O:21])=[C:13]([OH:22])[CH:12]=1)(=[O:9])[CH3:8] |f:4.5|. Reported procedure: 9.85 ml of N-methylimidazole (123 mmol) were added to a suspension of 10 g (41 mmol) of N-(4-acetylamino-2-hydroxyphenyl)-2-chloroacetamide obtained above in the preceding step in 30 ml of ethyl acetate. The reaction medium was heated under reflux for 6 hours and then the insoluble product formed was drained and abundantly washed with ethyl acetate. The brown solid thus obtained was taken up in water and filtered and then the filtrate was poured over dioxane. The precipitate obtained was drained...